describe an organic reaction: reactants, conditions, products, and yield From a dataset of the Open Reaction Database (ORD), a public repository of structured organic reaction records. Starting materials: CC[Si](CC)(CC)B1OC(C)(C)C(C)(C)O1 (effective_coupling_partner), CC(C)(C)C(=O)Oc4ccc(C3CC1(OCCO1)c2ccccc2O3)cc4 (substrate). Run at temperature 80 celsius, time 8.5 hour. Yields the product CC[Si](CC)(CC)c4ccc(C3CC1(OCCO1)c2ccccc2O3)cc4. The reagents and catalysts are PCy3. The reactants are ClC1=CC(=C(C=C1)OCCC1=CC=CC=C1)CCCCl (4-chloro-2-(3-chloropropyl)-1-(2-phenylethoxy)benzene), [C-]#N.[K+] (potassium cyanide), C1COCCOCCOCCOCCOCCO1 (18-crown-6). The solvent is C(C)#N (acetonitrile). The product is ClC=1C=CC(=C(C1)CCCC#N)OCCC1=CC=CC=C1 (4-[5-chloro-2-(2-phenylethoxy)phenyl]butyronitrile). Yield: 98.7%. As a reaction SMILES: [Cl:1][C:2]1[CH:7]=[CH:6][C:5]([O:8][CH2:9][CH2:10][C:11]2[CH:16]=[CH:15][CH:14]=[CH:13][CH:12]=2)=[C:4]([CH2:17][CH2:18][CH2:19]Cl)[CH:3]=1.[C-:21]#[N:22].[K+].C1OCCOCCOCCOCCOCCOC1>C(#N)C>[Cl:1][C:2]1[CH:7]=[CH:6][C:5]([O:8][CH2:9][CH2:10][C:11]2[CH:16]=[CH:15][CH:14]=[CH:13][CH:12]=2)=[C:4]([CH2:17][CH2:18][CH2:19][C:21]#[N:22])[CH:3]=1 |f:1.2|. Reported procedure: To a solution of 1.62 g of crude 4-chloro-2-(3-chloropropyl)-1-(2-phenylethoxy)benzene in 20 ml of acetonitrile, were added 681 mg of potassium cyanide and 138 mg of 18-crown-6 and heated under reflux for 11 hours. After cooling, the solvent was evaporated under reduced pressure and ethyl acetate and water were added to the residue thus obtained. Then the ethyl acetate layer was collected, washed thrice with water and a saturated aqueous solution of sodium hydrogencarbonate and dried over anhydr... The reactants are Cc1ccc(S(=O)(=O)OCC2CCCN2C(=O)OC(C)(C)C)cc1, [H-], Oc1ccc(I)cc1, [Na+], CN(C)C=O. Yields the product CC(C)(C)OC(=O)N1CCCC1COc1ccc(I)cc1. RXN SMILES: [C:11]([CH3:12])([CH3:13])([CH3:14])[O:15][C:16](=[O:17])[N:18]1[CH:19]([CH2:23][O:24][S:25]([c:26]2[cH:27][cH:28][c:29]([CH3:30])[cH:31][cH:32]2)(=[O:33])=[O:34])[CH2:20][CH2:21][CH2:22]1.[H-:2].[I:3][c:4]1[cH:5][cH:6][c:7]([OH:10])[cH:8][cH:9]1.[Na+:1].[O:35]=[CH:36][N:37]([CH3:38])[CH3:39]>>[I:3][c:4]1[cH:5][cH:6][c:7]([O:10][CH2:23][CH:19]2[N:18]([C:16]([O:15][C:11]([CH3:12])([CH3:13])[CH3:14])=[O:17])[CH2:22][CH2:21][CH2:20]2)[cH:8][cH:9]1. Starting materials: [Br-], CCC(=O)c1ccc(CC(C)C)cc1, CCOC(C)=O. Product: CC(C)Cc1ccc(C(=O)C(C)Br)cc1. Reaction SMILES: [Br-:15].[CH2:1]([CH:2]([CH3:3])[CH3:4])[c:5]1[cH:6][cH:7][c:8]([C:11]([CH2:12][CH3:13])=[O:14])[cH:9][cH:10]1.[CH3:16][CH2:17][O:18][C:19](=[O:20])[CH3:21]>>[CH2:1]([CH:2]([CH3:3])[CH3:4])[c:5]1[cH:6][cH:7][c:8]([C:11]([CH:12]([CH3:13])[Br:15])=[O:14])[cH:9][cH:10]1. Starting materials: BrN1C(CCC1=O)=O (N-bromosuccinimide), BrN1C(CCC1=O)=O (N-bromosuccinimide), BrN1C(CCC1=O)=O (N-bromosuccinimide), S1C2=C(N(CC1)C1CN(CC1)C(=O)OC(C)(C)C)C=CC=C2 (tert-butyl 3-(2H-benzo[b][1,4]thiazin-4(3H)-yl)pyrrolidine-1-carboxylate). Run in CN(C)C=O (DMF), CN(C)C=O (DMF), CN(C)C=O (DMF), O (water), CN(C)C=O (DMF). Conditions: time 1 hour. Product: BrC=1C=CC2=C(SCCN2C2CN(CC2)C(=O)OC(C)(C)C)C1 (tert-Butyl 3-(7-bromo-2H-benzo[b][1,4]thiazin-4(3H)-yl)pyrrolidine-1-carboxylate). Isolated yield 120.5%. RXN SMILES: [S:1]1[CH2:6][CH2:5][N:4]([CH:7]2[CH2:11][CH2:10][N:9]([C:12]([O:14][C:15]([CH3:18])([CH3:17])[CH3:16])=[O:13])[CH2:8]2)[C:3]2[CH:19]=[CH:20][CH:21]=[CH:22][C:2]1=2.[Br:23]N1C(=O)CCC1=O>CN(C=O)C.O>[Br:23][C:21]1[CH:20]=[CH:19][C:3]2[N:4]([CH:7]3[CH2:11][CH2:10][N:9]([C:12]([O:14][C:15]([CH3:18])([CH3:17])[CH3:16])=[O:13])[CH2:8]3)[CH2:5][CH2:6][S:1][C:2]=2[CH:22]=1. Reported procedure: A solution of tert-butyl 3-(2H-benzo[b][1,4]thiazin-4(3H)-yl)pyrrolidine-1-carboxylate (0.41 g, 1.302 mmol) in DMF (5 mL), was cooled to 0° C. and treated dropwise with N-bromosuccinimide (0.17 g, 0.977 mmol) in DMF (5 mL) for 15 minutes. The reaction was kept at 0° C. and was stirred for 1 hour at this temperature. At this time, N-bromosuccinimide (0.023 g, 0.130 mmol) in DMF (1 mL) was added dropwise to the reaction, which was then stirred for 1 hour at 0° C. The solution was treated again wit... Starting materials: CC(C)(CN(C(=O)CBr)c1cc(F)ccc1Cl)NC(=O)OC(C)(C)C, CC(C)(C)[O-], [Cl-], [K+], [NH4+], C1CCOC1, O. The product is CC(C)(C)OC(=O)N1CC(=O)N(c2cc(F)ccc2Cl)CC1(C)C. Reaction SMILES: [C:7]([CH3:8])([CH3:9])([CH3:10])[O:11][C:12]([NH:13][C:14]([CH2:15][N:16]([c:17]1[c:18]([Cl:24])[cH:19][cH:20][c:21]([F:23])[cH:22]1)[C:25]([CH2:26][Br:27])=[O:28])([CH3:29])[CH3:30])=[O:31].[CH3:1][C:2]([CH3:3])([O-:4])[CH3:5].[Cl-:32].[K+:6].[NH4+:33].[O:34]1[CH2:35][CH2:36][CH2:37][CH2:38]1.[OH2:39]>>[C:7]([CH3:8])([CH3:9])([CH3:10])[O:11][C:12]([N:13]1[C:14]([CH3:29])([CH3:30])[CH2:15][N:16]([c:17]2[c:18]([Cl:24])[cH:19][cH:20][c:21]([F:23])[cH:22]2)[C:25](=[O:28])[CH2:26]1)=[O:31]. Starting materials: C(C1=CC=CC=C1)N1C(CC(C1)N(CC1=C(C=C(C=C1)F)F)C(=O)OC(C)(C)C)C(=O)O (1-benzyl-4-[tert-butoxycarbonyl-(2,4-difluoro-benzyl)-amino]-pyrrolidine-2-carboxylic acid), C1(=CC=CC=C1)N1CCNCC1 (1-phenyl-piperazine). Yields the product C(C1=CC=CC=C1)N1[C@@H](C[C@@H](C1)NCC1=C(C=C(C=C1)F)F)C(=O)N1CCN(CC1)C1=CC=CC=C1 ([(2S,4S)-1-Benzyl-4-(2,4-difluoro-benzylamino)-pyrrolidin-2-yl]-(4-phenyl-piperazin-1-yl)-methanone). Yield: 9.5%. As a reaction SMILES: [CH2:1]([N:8]1[CH2:12][CH:11]([N:13](C(OC(C)(C)C)=O)[CH2:14][C:15]2[CH:20]=[CH:19][C:18]([F:21])=[CH:17][C:16]=2[F:22])[CH2:10][CH:9]1[C:30](O)=[O:31])[C:2]1[CH:7]=[CH:6][CH:5]=[CH:4][CH:3]=1.[C:33]1([N:39]2[CH2:44][CH2:43][NH:42][CH2:41][CH2:40]2)[CH:38]=[CH:37][CH:36]=[CH:35][CH:34]=1>>[CH2:1]([N:8]1[CH2:12][C@@H:11]([NH:13][CH2:14][C:15]2[CH:20]=[CH:19][C:18]([F:21])=[CH:17][C:16]=2[F:22])[CH2:10][C@H:9]1[C:30]([N:42]1[CH2:43][CH2:44][N:39]([C:33]2[CH:38]=[CH:37][CH:36]=[CH:35][CH:34]=2)[CH2:40][CH2:41]1)=[O:31])[C:2]1[CH:7]=[CH:6][CH:5]=[CH:4][CH:3]=1. Reported procedure: As described for Example 1f, 1-benzyl-4-[tert-butoxycarbonyl-(2,4-difluoro-benzyl)-amino]-pyrrolidine-2-carboxylic acid (60.0 mg, 0.134 mmol) was converted, using 1-phenyl-piperazine instead of 2-piperazin-1-yl-benzonitrile, to the title compound (6.3 mg, 9.5%) as light yellow oil. MS m/e=491.4 [M+H]+. Reported procedure: 0.34 g (2.0 mmol) of (5-chlorothien-2-yl)methoxyamine is added to a stirred solution of 0.59 g (2.0 mmol) of 2-acetyl-3-acetyloxy-5-(tetrahydro-2H-thiopyran-3-yl)-cyclohex-2-en-1-one in 10 ml of absolute ethanol. After stirring overnight at room temperature, the reaction mixture is concentrated under reduced pressure. The resulting residue is diluted with 25 ml of dichloromethane and washed twice with 10 ml of saturated sodium chloride solution. The washed extract is then dried over anhydrous ma... The reactants are ClC1=CC=C(S1)CON ((5-chlorothien-2-yl)methoxyamine), C(C)(=O)C=1C(CC(CC1OC(C)=O)C1CSCCC1)=O (2-acetyl-3-acetyloxy-5-(tetrahydro-2H-thiopyran-3-yl)-cyclohex-2-en-1-one). Conditions: time 8 hour. The solvent is C(C)O (ethanol). As a reaction SMILES: [Cl:1][C:2]1[S:6][C:5]([CH2:7][O:8][NH2:9])=[CH:4][CH:3]=1.[C:10]([C:13]1[C:14](=[O:29])[CH2:15][CH:16]([CH:23]2[CH2:28][CH2:27][CH2:26][S:25][CH2:24]2)[CH2:17][C:18]=1[O:19][C:20](=[O:22])[CH3:21])(=O)[CH3:11]>C(O)C>[C:20]([O:19][C:18]1[CH2:17][CH:16]([CH:23]2[CH2:28][CH2:27][CH2:26][S:25][CH2:24]2)[CH2:15][C:14](=[O:29])[C:13]=1[C:10](=[N:9][O:8][CH2:7][C:5]1[S:6][C:2]([Cl:1])=[CH:3][CH:4]=1)[CH3:11])(=[O:22])[CH3:21]. Yields the product C(C)(=O)OC1=C(C(CC(C1)C1CSCCC1)=O)C(C)=NOCC=1SC(=CC1)Cl (3-Acetyloxy-2-[1-[(5-chlorothien-2-yl)methoxyimino]ethyl]-5-(tetrahydro-2H-thiopyran-3-yl)-cyclohex-2-en-1-one). Reactants: BrCCC (1-bromopropane), CN1C=NC=C1 (1-methylimidazole). Reaction conditions: temperature 70 celsius. Product: [Br-].C[N+]1=CN(C=C1)CCC (1-methyl-3-propylimidazolium bromide). Isolated yield 94.9%. As a reaction SMILES: [Br:1][CH2:2][CH2:3][CH3:4].[CH3:5][N:6]1[CH:10]=[CH:9][N:8]=[CH:7]1>>[Br-:1].[CH3:5][N+:6]1[CH:10]=[CH:9][N:8]([CH2:2][CH2:3][CH3:4])[CH:7]=1 |f:2.3|. Procedure: 450 g of 1-bromopropane (3.66 mol) are loaded into a 1 l glass reactor. The mixture is heated to 70° C. and then 200 g of 1-methylimidazole (2.44 mol) are poured in dropwise, with stirring. The mixture is left to react for 1 h at 70° C. After returning to room temperature, the mixture is separated by decantation. The bottom ionic liquid phase is recovered, washed with toluene (1×100 ml), and then evaporated under vacuum. 475 g of 1-methyl-3-propylimidazolium bromide are obtained in the form of a...